This data is from the Open Reaction Database (ORD), a public repository of structured organic reaction records. The task is: describe an organic reaction: reactants, conditions, products, and yield Reactants: C(C)N1CCOCC1 (N-ethyl-morpholine), [B-](F)(F)(F)F.CCOC(=O)C(=NOC(=[N+](C)C)N(C)C)C#N (TOTU), Cl.C(C1=CC=CC=C1)NC(=O)C(C(=O)N[C@H](C(=O)O)C1CCCCC1)CC1=CC=C(C=C1)C(N)=N ([2-benzylcarbamoyl-3-(4-carbamimidoyl-phenyl)-propionylamino]-(S)-cyclohexyl-acetic acid hydrochloric acid salt), C(C)(C)(C)OC(=O)N1CCN(CC1)CCN (4-(2-amino-ethyl)-piperazine-1-carboxylic acid tert-butyl ester). Solvent: CN(C=O)C (dimethylformamide), CN(C=O)C (dimethylformamide). Product: C(C)(C)(C)OC(=O)N1CCN(CC1)CCNC([C@H](C1CCCCC1)NC(C(CC1=CC=C(C=C1)C(N)=N)C(NCC1=CC=CC=C1)=O)=O)=O (4-(2-{2-(S)-[2-(R,S)-Benzylcarbamoyl-3-(4-carbamimidoyl-phenyl)-propionylamino]-2-cyclohexyl-acetylamino}-ethyl)-piperazine-1-carboxylic Acid Tert-butyl Ester). Reaction SMILES: C(N1CCOCC1)C.[B-](F)(F)(F)F.CCOC(C(C#N)=NOC(N(C)C)=[N+](C)C)=O.Cl.[CH2:32]([NH:39][C:40]([CH:42]([CH2:56][C:57]1[CH:62]=[CH:61][C:60]([C:63](=[NH:65])[NH2:64])=[CH:59][CH:58]=1)[C:43]([NH:45][C@@H:46]([CH:50]1[CH2:55][CH2:54][CH2:53][CH2:52][CH2:51]1)[C:47](O)=[O:48])=[O:44])=[O:41])[C:33]1[CH:38]=[CH:37][CH:36]=[CH:35][CH:34]=1.[C:66]([O:70][C:71]([N:73]1[CH2:78][CH2:77][N:76]([CH2:79][CH2:80][NH2:81])[CH2:75][CH2:74]1)=[O:72])([CH3:69])([CH3:68])[CH3:67]>CN(C)C=O>[C:66]([O:70][C:71]([N:73]1[CH2:74][CH2:75][N:76]([CH2:79][CH2:80][NH:81][C:47](=[O:48])[C@@H:46]([NH:45][C:43](=[O:44])[CH:42]([C:40](=[O:41])[NH:39][CH2:32][C:33]2[CH:38]=[CH:37][CH:36]=[CH:35][CH:34]=2)[CH2:56][C:57]2[CH:58]=[CH:59][C:60]([C:63](=[NH:65])[NH2:64])=[CH:61][CH:62]=2)[CH:50]2[CH2:55][CH2:54][CH2:53][CH2:52][CH2:51]2)[CH2:77][CH2:78]1)=[O:72])([CH3:69])([CH3:68])[CH3:67] |f:1.2,3.4|. Reported procedure: N-ethyl-morpholine (28 μl, 0.22 mmol) and TOTU (78 mg, 0.24 mmol) was added to a solution of [2-benzylcarbamoyl-3-(4-carbamimidoyl-phenyl)-propionylamino]-(S)-cyclohexyl-acetic acid hydrochloric acid salt, (100 mg, 0.2 mmol, example 3 h, less polar diastereomer) in dimethylformamide (4 ml) at −15 to −20° C. After 30 min at that temperature 4-(2-amino-ethyl)-piperazine-1-carboxylic acid tert-butyl ester (55 mg, 0.24 mmol, step a) in dimethylformamide (1 ml) was added and stirred for 2 more hours.... Starting materials: CC(C)=O, O=C1Cc2cc(CCN3CCN(c4nsc5ccccc45)CC3)c(Cl)cc2N1, ClCCl, Cl. Yields the product O=C1Cc2cc(CCN3CCN(c4nsc5ccccc45)CC3)c(Cl)cc2N1, Cl. RXN SMILES: [CH3:33][C:34](=[O:35])[CH3:36].[Cl:1][c:2]1[cH:3][c:4]2[c:9]([cH:10][c:11]1[CH2:12][CH2:13][N:14]1[CH2:15][CH2:16][N:17]([c:20]3[n:21][s:22][c:23]4[cH:24][cH:25][cH:26][cH:27][c:28]34)[CH2:18][CH2:19]1)[CH2:8][C:6](=[O:7])[NH:5]2.[Cl:29][CH2:30][Cl:31].[ClH:32]>>[Cl:1][c:2]1[cH:3][c:4]2[c:9]([cH:10][c:11]1[CH2:12][CH2:13][N:14]1[CH2:15][CH2:16][N:17]([c:20]3[n:21][s:22][c:23]4[cH:24][cH:25][cH:26][cH:27][c:28]34)[CH2:18][CH2:19]1)[CH2:8][C:6](=[O:7])[NH:5]2.[ClH:29].